This data is from the Open Reaction Database (ORD), a public repository of structured organic reaction records. The task is: describe an organic reaction: reactants, conditions, products, and yield Starting materials: O=Cc1cncc(Br)c1, CO, CCOC(C)=O, [Na+], [OH-], CC(=O)C(C)(C)O. Yields the product CC(C)(O)C(=O)C=Cc1cncc(Br)c1. RXN SMILES: [Br:3][c:4]1[cH:5][c:6]([CH:10]=[O:11])[cH:7][n:8][cH:9]1.[CH3:19][OH:20].[CH3:21][CH2:22][O:23][C:24]([CH3:25])=[O:26].[Na+:2].[OH-:1].[OH:12][C:13]([C:14]([CH3:15])=[O:16])([CH3:17])[CH3:18]>>[Br:3][c:4]1[cH:5][c:6]([CH:10]=[CH:15][C:14]([C:13]([OH:12])([CH3:17])[CH3:18])=[O:16])[cH:7][n:8][cH:9]1. Starting materials: [Li]CCCC, C1CS1, c1ccc2c(c1)Cc1ccccc1-2, C1CCOC1. Product: SCCC1c2ccccc2-c2ccccc21. RXN SMILES: [CH2:14]([Li:15])[CH2:16][CH2:17][CH3:18].[CH2:19]1[CH2:20][S:21]1.[CH2:1]1[c:2]2[cH:3][cH:4][cH:5][cH:6][c:7]2-[c:8]2[cH:9][cH:10][cH:11][cH:12][c:13]21.[CH2:22]1[O:23][CH2:24][CH2:25][CH2:26]1>>[CH:1]1([CH2:19][CH2:20][SH:21])[c:2]2[cH:3][cH:4][cH:5][cH:6][c:7]2-[c:8]2[cH:9][cH:10][cH:11][cH:12][c:13]21. The solvent is O (water). The reactants are C(C1=CC=CC=C1)(=O)C1=C(C(=O)O)C=CC=C1 (o-benzoyl-benzoic acid), C(CC)NCCCN (N-propyl-1,3-propanediamine), ClC1=C(C=CC=C1)Cl (o-dichlorobenzene). Yields the product C(CC)N1CCCN2C1(C1=CC=CC=C1C2=O)C2=CC=CC=C2 (1-propyl-10b-phenyl-1,3,4,10b-tetrahydro-pyrimido[2,1-a]isoindol-6(2H)-one). RXN SMILES: [C:1]([C:9]1[CH:17]=[CH:16][CH:15]=[CH:14][C:10]=1[C:11]([OH:13])=O)(=O)[C:2]1[CH:7]=[CH:6][CH:5]=[CH:4][CH:3]=1.[CH2:18]([NH:21][CH2:22][CH2:23][CH2:24][NH2:25])[CH2:19][CH3:20].ClC1C=CC=CC=1Cl>O>[CH2:18]([N:21]1[C:1]2([C:2]3[CH:3]=[CH:4][CH:5]=[CH:6][CH:7]=3)[C:9]3[C:10]([C:11](=[O:13])[N:25]2[CH2:24][CH2:23][CH2:22]1)=[CH:14][CH:15]=[CH:16][CH:17]=3)[CH2:19][CH3:20]. Procedure: 22.6 Parts of o-benzoyl-benzoic acid and 11.6 parts of N-propyl-1,3-propanediamine are haeted within 11/2 hours with 50 parts by volume of o-dichlorobenzene until the boiling point of the latter is attained. Almost the theoretical amount of reaction water is azeotropically distilled off. The clear solution is evaporated to dryness in vacuo, the oily residue is dissolved in ethyl acetate and crystallised by the dropwise addition of pentane. In this way, 1-propyl-10b-phenyl-1,3,4,10b-tetrahydro-py... Reactants: [N+](=O)([O-])C1=CC=C(C=C1)N1C(C2=CC=CC=C2C2=C1N1C(=N2)C=CC(=C1)N(C(CCCCC)=O)C)=O (N-[5,6-dihydro-6-(4-nitrophenyl)-5-oxo-pyrido[2′,1′:2,3]-imidazo[4,5-c]isoquinolin-9-yl]-N-methyl-hexanamide), OS(=O)(=O)O (H2SO4). Run at temperature 85 celsius, time 5 hour. Yields the product CNC=1C=CC2=NC3=C(N(C(C4=CC=CC=C34)=O)C3=CC=C(C=C3)[N+](=O)[O-])N2C1 (9-(methylamino)-6-(4-nitrophenyl)-pyrido[2′,1′:2,3]imidazo[4,5-c]isoquinolin-5(6H)-one). The yield is 27.1%. RXN SMILES: [N+:1]([C:4]1[CH:9]=[CH:8][C:7]([N:10]2[C:19]3[N:20]4[CH:26]=[C:25]([N:27](C)[C:28](=O)CCCCC)[CH:24]=[CH:23][C:21]4=[N:22][C:18]=3[C:17]3[C:12](=[CH:13][CH:14]=[CH:15][CH:16]=3)[C:11]2=[O:36])=[CH:6][CH:5]=1)([O-:3])=[O:2].OS(O)(=O)=O>>[CH3:28][NH:27][C:25]1[CH:24]=[CH:23][C:21]2[N:20]([CH:26]=1)[C:19]1[N:10]([C:7]3[CH:8]=[CH:9][C:4]([N+:1]([O-:3])=[O:2])=[CH:5][CH:6]=3)[C:11](=[O:36])[C:12]3[C:17]([C:18]=1[N:22]=2)=[CH:16][CH:15]=[CH:14][CH:13]=3. Reported procedure: A suspension of 87 (0.612 mmol, 0.296 g) in a 6 M aqueous H2SO4 solution (15 ml) was stirred at 85° C. for 5 h. The mixture was cooled to room temperature, the precipitate was filtered off and successively washed with water, saturated NaHCO3 solution, isopropanol and isopropyl ether to give 9-(methylamino)-6-(4-nitrophenyl)-pyrido[2′,1′:2,3]imidazo[4,5-c]isoquinolin-5(6H)-one (89) (0.064 g, yield=27%, purity (LC)=97%).